The task is: describe an organic reaction: reactants, conditions, products, and yield. This data is from the Open Reaction Database (ORD), a public repository of structured organic reaction records. Reactants: C(C)(C)(C)OC(=O)N[C@@H]1C=C[C@@](C1)(C(=O)OC)COCC (methyl (1R,4S)-4-[(tert-butoxycarbonyl)amino]-1-(ethoxymethyl)cyclopent-2-ene-1-carboxylate), O.[OH-].[Li+] (lithium hydroxide monohydrate). The solvent is O1CCCC1 (tetrahydrofuran), CO (methanol), O (water). Product: C(C)(C)(C)OC(=O)N[C@@H]1C=C[C@@](C1)(C(=O)O)COCC ((1R,4S)-4-[(tert-Butoxycarbonyl)amino]-1-(ethoxymethyl)cyclopent-2-ene-1-carboxylic acid). Reaction SMILES: [C:1]([O:5][C:6]([NH:8][C@H:9]1[CH2:13][C@@:12]([CH2:18][O:19][CH2:20][CH3:21])([C:14]([O:16]C)=[O:15])[CH:11]=[CH:10]1)=[O:7])([CH3:4])([CH3:3])[CH3:2].O.[OH-].[Li+]>O1CCCC1.CO.O>[C:1]([O:5][C:6]([NH:8][C@H:9]1[CH2:13][C@@:12]([CH2:18][O:19][CH2:20][CH3:21])([C:14]([OH:16])=[O:15])[CH:11]=[CH:10]1)=[O:7])([CH3:4])([CH3:3])[CH3:2] |f:1.2.3|. Procedure: To a solution of methyl (1R,4S)-4-[(tert-butoxycarbonyl)amino]-1-(ethoxymethyl)cyclopent-2-ene-1-carboxylate (3.25 g, 10.8 mmol) in tetrahydrofuran (58.7 mL), methanol (58.7 mL) and water (12.6 mL) was added lithium hydroxide monohydrate (0.731 g, 17.42 mmol). The pink mixture was heated to reflux overnight. The organic solvents were removed in vacuo and the aqueous layer was washed once with ether and then acidified slowly with concentrated HCl until the pH reached 4. The resulting suspension w... Starting materials: CC(COC(c1ccccc1)(c1ccccc1)c1ccccc1)Oc1cc(Cl)nc(SCc2cccc(F)c2F)n1, NS(=O)(=O)c1ccc(C(=O)N2CCC2)o1. The product is CC(COC(c1ccccc1)(c1ccccc1)c1ccccc1)Oc1cc(NS(=O)(=O)c2ccc(C(=O)N3CCC3)o2)nc(SCc2cccc(F)c2F)n1. RXN SMILES: [Cl:16][c:17]1[n:18][c:19]([S:47][CH2:48][c:49]2[c:50]([F:56])[c:51]([F:55])[cH:52][cH:53][cH:54]2)[n:20][c:21]([O:23][CH:24]([CH2:25][O:26][C:27]([c:28]2[cH:29][cH:30][cH:31][cH:32][cH:33]2)([c:34]2[cH:35][cH:36][cH:37][cH:38][cH:39]2)[c:40]2[cH:41][cH:42][cH:43][cH:44][cH:45]2)[CH3:46])[cH:22]1.[N:1]1([C:5](=[O:6])[c:7]2[cH:8][cH:9][c:10]([S:12](=[O:13])(=[O:14])[NH2:15])[o:11]2)[CH2:2][CH2:3][CH2:4]1>>[N:1]1([C:5](=[O:6])[c:7]2[cH:8][cH:9][c:10]([S:12](=[O:13])(=[O:14])[NH:15][c:17]3[n:18][c:19]([S:47][CH2:48][c:49]4[c:50]([F:56])[c:51]([F:55])[cH:52][cH:53][cH:54]4)[n:20][c:21]([O:23][CH:24]([CH2:25][O:26][C:27]([c:28]4[cH:29][cH:30][cH:31][cH:32][cH:33]4)([c:34]4[cH:35][cH:36][cH:37][cH:38][cH:39]4)[c:40]4[cH:41][cH:42][cH:43][cH:44][cH:45]4)[CH3:46])[cH:22]3)[o:11]2)[CH2:2][CH2:3][CH2:4]1.